This data is from the Open Reaction Database (ORD), a public repository of structured organic reaction records. The task is: describe an organic reaction: reactants, conditions, products, and yield The reactants are FC1=CC=C(C=C1)C1=NNC(=C1)CCC1=CC=CC=C1 (3-(4-fluorophenyl)-5-(2-phenylethyl)-1H-pyrazole), [H-].[Na+] (sodium hydride), Cl (hydrochloric acid), ClCC1=CC=C(COC2=CC(=C(C=C2)CCC(=O)OCC)F)C=C1 (Ethyl 3-(4-{[4-(chloromethyl)benzyl]oxy}-2-fluorophenyl)propanoate). The solvent is CN(C=O)C (N,N-dimethylformamide). Conditions: time 30 minute. Product: FC1=C(C=CC(=C1)OCC1=CC=C(C=C1)CN1N=C(C=C1CCC1=CC=CC=C1)C1=CC=C(C=C1)F)CCC(=O)OCC (ethyl 3-{2-fluoro-4-[(4-{[3-(4-fluorophenyl)-5-(2-phenylethyl)-1H-pyrazol-1-yl]methyl}benzyl)oxy]phenyl}propanoate). As a reaction SMILES: [F:1][C:2]1[CH:7]=[CH:6][C:5]([C:8]2[CH:12]=[C:11]([CH2:13][CH2:14][C:15]3[CH:20]=[CH:19][CH:18]=[CH:17][CH:16]=3)[NH:10][N:9]=2)=[CH:4][CH:3]=1.[H-].[Na+].Cl[CH2:24][C:25]1[CH:46]=[CH:45][C:28]([CH2:29][O:30][C:31]2[CH:36]=[CH:35][C:34]([CH2:37][CH2:38][C:39]([O:41][CH2:42][CH3:43])=[O:40])=[C:33]([F:44])[CH:32]=2)=[CH:27][CH:26]=1.Cl>CN(C)C=O>[F:44][C:33]1[CH:32]=[C:31]([O:30][CH2:29][C:28]2[CH:45]=[CH:46][C:25]([CH2:24][N:10]3[C:11]([CH2:13][CH2:14][C:15]4[CH:16]=[CH:17][CH:18]=[CH:19][CH:20]=4)=[CH:12][C:8]([C:5]4[CH:4]=[CH:3][C:2]([F:1])=[CH:7][CH:6]=4)=[N:9]3)=[CH:26][CH:27]=2)[CH:36]=[CH:35][C:34]=1[CH2:37][CH2:38][C:39]([O:41][CH2:42][CH3:43])=[O:40] |f:1.2|. Procedure: To a solution of 3-(4-fluorophenyl)-5-(2-phenylethyl)-1H-pyrazole (300 mg, 1.1 mmol) in N,N-dimethylformamide (5 mL) was added sodium hydride (60% in oil, 40 mg, 1.0 mmol) at 0° C., and the mixture was allowed to warm to room temperature and stirred for 30 min. Ethyl 3-(4-{[4-(chloromethyl)benzyl]oxy}-2-fluorophenyl)propanoate (350 mg, 1.0 mmol) was added to the reaction mixture, and the mixture was stirred at room temperature for 1 hr. The reaction mixture was poured into 1 N hydrochloric acid,... Starting materials: ClC(=O)OCC(C)C (isobutyl chloroformate), C(=O)(OC(C)(C)C)NCC(=O)O (N-BOC glycine), Cl (hydrochloric acid), NC1=C(C(=O)O)C=CC=C1C(F)(F)F (2-amino-3-trifluoromethyl benzoic acid), ( 2 ). Run in C(Cl)Cl (methylene chloride), CN1CCOCC1 (N-methyl-morpholine), C(Cl)Cl (methylene chloride), O (water), CN1CCOCC1 (N-methyl-morpholine), C(Cl)Cl (methylene chloride). Run at temperature -20 celsius, time 30 minute. The product is O=C1OC(=NC2=C1C=CC=C2C(F)(F)F)CNC(OC(C)(C)C)=O (1,1-dimethylethyl [(4-oxo-8-(trifluoromethyl)-4H-3,1-benzoxazin-2-yl)-methyl]-carbamate). Yield: 63.9%. As a reaction SMILES: [C:1]([NH:8][CH2:9][C:10]([OH:12])=O)([O:3][C:4]([CH3:7])([CH3:6])[CH3:5])=[O:2].ClC(OCC(C)C)=O.[NH2:21][C:22]1[C:30]([C:31]([F:34])([F:33])[F:32])=[CH:29][CH:28]=[CH:27][C:23]=1[C:24](O)=[O:25].Cl>C(Cl)Cl.CN1CCOCC1.O>[O:25]=[C:24]1[C:23]2[CH:27]=[CH:28][CH:29]=[C:30]([C:31]([F:32])([F:33])[F:34])[C:22]=2[N:21]=[C:10]([CH2:9][NH:8][C:1](=[O:2])[O:3][C:4]([CH3:5])([CH3:6])[CH3:7])[O:12]1. Procedure: A mixture of 17.5 g of N-BOC glycine, 100 ml of methylene chloride and 13.7 ml of N-methyl-morpholine was cooled to -20° C. and a solution of 13 ml of isobutyl chloroformate in 50 ml of methylene chloride was added. After stirring for 30 minutes at -20° C., a solution of 10.25 g of 2-amino-3-trifluoromethyl benzoic acid [prepared by the process of J. Med. Chem., Vol. 16 (2) 101,6 (1973)] in 5.49 ml of N-methyl-morpholine and 120 ml of methylene chloride was added thereto and after stirring for 2... The reactants are C(C)(C)(C)C=1C=C(CN[C@H]2C[S@](C[C@H]([C@@H]2O)CC2=CC(=C(C(=C2)O[C@@H](C(F)(F)F)COC)[N+](=O)[O-])F)=O)C=CC1 ((1S,3R,4S,5S)-3-(3-tert-butyl-benzylamino)-5-[3-fluoro-4-nitro-5-((R)-2,2,2-trifluoro-1-methoxymethyl-ethoxy)-benzyl]-1-oxo-tetrahydro-thiopyran-4-ol). Run in CCOC(=O)C.CO (EtOAc MeOH). Yields the product NC1=C(C=C(C[C@@H]2C[S@@](C[C@@H]([C@H]2O)NCC2=CC(=CC=C2)C(C)(C)C)=O)C=C1O[C@@H](C(F)(F)F)COC)F ((1S,3S,4S,5R)-3-[4-Amino-3-fluoro-5-((R)-2,2,2-trifluoro-1-methoxymethyl-ethoxy)-benzyl]-5-(3-tert-butyl-benzylamino)-1-oxo-tetrahydro-thiopyran-4-ol). As a reaction SMILES: [C:1]([C:5]1[CH:6]=[C:7]([CH:38]=[CH:39][CH:40]=1)[CH2:8][NH:9][C@@H:10]1[C@@H:15]([OH:16])[C@H:14]([CH2:17][C:18]2[CH:23]=[C:22]([O:24][C@H:25]([CH2:30][O:31][CH3:32])[C:26]([F:29])([F:28])[F:27])[C:21]([N+:33]([O-])=O)=[C:20]([F:36])[CH:19]=2)[CH2:13][S@:12](=[O:37])[CH2:11]1)([CH3:4])([CH3:3])[CH3:2]>CCOC(C)=O.CO>[NH2:33][C:21]1[C:22]([O:24][C@H:25]([CH2:30][O:31][CH3:32])[C:26]([F:29])([F:27])[F:28])=[CH:23][C:18]([CH2:17][C@H:14]2[C@H:15]([OH:16])[C@@H:10]([NH:9][CH2:8][C:7]3[CH:38]=[CH:39][CH:40]=[C:5]([C:1]([CH3:4])([CH3:2])[CH3:3])[CH:6]=3)[CH2:11][S@@:12](=[O:37])[CH2:13]2)=[CH:19][C:20]=1[F:36] |f:1.2|. Reported procedure: The title compound was prepared in an analogous manner as described for example 41d) from (1S,3R,4S,5S)-3-(3-tert-butyl-benzylamino)-5-[3-fluoro-4-nitro-5-((R)-2,2,2-trifluoro-1-methoxymethyl-ethoxy)-benzyl]-1-oxo-tetrahydro-thiopyran-4-ol as an amorphous solid: TLC (EtOAc-MeOH 9:1) Rf=0.48; HPLC RtH1=0.91 min; ESIMS [M+H]+=561; 1H NMR (600 MHz, CDCl3): δ 7.36 (s, 1H), 7.24 (m, 2H), 7.13 (d, 1H), 6.74 (s, 1H), 6.65 (d, 1H), 5.15 (s, 1H), 5.06 (s, 1H), 4.58 (s, 2H), 3.83-3.79 (m, 2H), 3.73 (m, 2H...